From a dataset of the Open Reaction Database (ORD), a public repository of structured organic reaction records. describe an organic reaction: reactants, conditions, products, and yield Starting materials: C(C)(C)NC(C)C (diisopropylamine), Cl.NC1C(C2=CC(=CC=C2C1)OC)=O (2-amino-6-methoxy-2,3-dihydro-1H-inden-1-one hydrochloride), ClC(=O)OCC (ethyl chloroformate), Cl (hydrochloric acid). Solvent: ClCCl (dichloromethane), ClCCl (dichloromethane), ClCCl (dichloromethane). The product is COC1=CC=C2CC(C(C2=C1)=O)NC(OCC)=O (ethyl 6-methoxy-1-oxo-2,3-dihydro-1H-inden-2-ylcarbamate). As a reaction SMILES: Cl.[NH2:2][CH:3]1[CH2:11][C:10]2[C:5](=[CH:6][C:7]([O:12][CH3:13])=[CH:8][CH:9]=2)[C:4]1=[O:14].Cl[C:16]([O:18][CH2:19][CH3:20])=[O:17].C(NC(C)C)(C)C.Cl>ClCCl>[CH3:13][O:12][C:7]1[CH:6]=[C:5]2[C:10]([CH2:11][CH:3]([NH:2][C:16](=[O:17])[O:18][CH2:19][CH3:20])[C:4]2=[O:14])=[CH:9][CH:8]=1 |f:0.1|. Procedure: To a suspension of 2-amino-6-methoxy-2,3-dihydro-1H-inden-1-one hydrochloride (15.4 g, 72.1 mmol) in dichloromethane was added ethyl chloroformate (10.38 ml, 108 mmol) followed by dropwise addition of a solution of diisopropylamine (25.2 ml, 144 mmol) in 10 ml dichloromethane. The reaction mixture was stirred at room temperature over night. Added 1N hydrochloric acid, diluted with dichloromethane, separated organic layer and the aqueous layer was extracted twice with dichloromethane. The combine... Starting materials: CNC(=O)C1=CN(C(=C(C1=O)Br)C)C(C)C1=CC=C(C=C1)C#N (5-bromo-1-[1-(4-cyano-phenyl)-ethyl]-6-methyl-4-oxo-1,4-dihydro-pyridine-3-carboxylic acid methylamide), FC(C1=NC=CC(=C1)B(O)O)(F)F (2-(trifluoromethyl)pyridine-4-boronic acid), C(=O)([O-])[O-].[K+].[K+] (K2CO3). The reagents and catalysts are C1(=CC=CC=C1)P(C1=CC=CC=C1)C1=CC=CC=C1.C1(=CC=CC=C1)P(C1=CC=CC=C1)C1=CC=CC=C1.C1(=CC=CC=C1)P(C1=CC=CC=C1)C1=CC=CC=C1.C1(=CC=CC=C1)P(C1=CC=CC=C1)C1=CC=CC=C1.[Pd] (palladium (0) tetrakis(triphenylphosphine)). The solvent is CO (methanol), C(C)#N (acetonitrile). Reaction conditions: temperature 75 celsius, time 72 hour. The product is CNC(=O)C=1C(C(=C(N(C1)C(C)C1=CC=C(C=C1)C#N)C)C1=CC(=NC=C1)C(F)(F)F)=O (1-[1-(4-Cyano-phenyl)-ethyl]-2-methyl-4-oxo-2′-trifluoromethyl-1,4-dihydro-[3,4′]bipyridinyl-5-carboxylic acid methylamide). RXN SMILES: [CH3:1][NH:2][C:3]([C:5]1[C:10](=[O:11])[C:9](Br)=[C:8]([CH3:13])[N:7]([CH:14]([C:16]2[CH:21]=[CH:20][C:19]([C:22]#[N:23])=[CH:18][CH:17]=2)[CH3:15])[CH:6]=1)=[O:4].[F:24][C:25]([F:36])([F:35])[C:26]1[CH:31]=[C:30](B(O)O)[CH:29]=[CH:28][N:27]=1.C([O-])([O-])=O.[K+].[K+]>C(#N)C.CO.C1(P(C2C=CC=CC=2)C2C=CC=CC=2)C=CC=CC=1.C1(P(C2C=CC=CC=2)C2C=CC=CC=2)C=CC=CC=1.C1(P(C2C=CC=CC=2)C2C=CC=CC=2)C=CC=CC=1.C1(P(C2C=CC=CC=2)C2C=CC=CC=2)C=CC=CC=1.[Pd]>[CH3:1][NH:2][C:3]([C:5]1[C:10](=[O:11])[C:9]([C:30]2[CH:29]=[CH:28][N:27]=[C:26]([C:25]([F:36])([F:35])[F:24])[CH:31]=2)=[C:8]([CH3:13])[N:7]([CH:14]([C:16]2[CH:21]=[CH:20][C:19]([C:22]#[N:23])=[CH:18][CH:17]=2)[CH3:15])[CH:6]=1)=[O:4] |f:2.3.4,7.8.9.10.11|. Procedure details: To a solution of 5-bromo-1-[1-(4-cyano-phenyl)-ethyl]-6-methyl-4-oxo-1,4-dihydro-pyridine-3-carboxylic acid methylamide (preparation 9, 240 mg, 0.641 mmol), 2-(trifluoromethyl)pyridine-4-boronic acid (148 mg, 0.78 mmol), palladium (0) tetrakis(triphenylphosphine) (79 mg, 0.068 mmol) in acetonitrile (4 mL) is added 2 M aqueous K2CO3 solution (0.60 mL, 1.20 mmol). After stirring for 72 h at 75° C., the reaction mixture is diluted with methanol and purified by preparative reversed-phase HPLC (XBrid... Starting materials: ClC1=C2C=C(NC2=CC(=C1)OC1=CC=C(C=C1)[N+](=O)[O-])C(=O)N=C(NC)N (4-chloro-1-methyl-6-(4-nitrophenoxy)-2-indoloylguanidine), O.O.[Sn](Cl)Cl (tin (II) chloride dihydrate). Solvent: C(C)O (ethanol). The product is Cl.Cl.NC1=CC=C(OC2=CC(=C3C=C(NC3=C2)C(=O)N=C(NC)N)Cl)C=C1 (6-(4-aminophenoxy)-4-chloro-1-methyl-2-indoloylguanidine dihydrochloride). The yield is 66.7%. RXN SMILES: [Cl:1][C:2]1[CH:10]=[C:9]([O:11][C:12]2[CH:17]=[CH:16][C:15]([N+:18]([O-])=O)=[CH:14][CH:13]=2)[CH:8]=[C:7]2[C:3]=1[CH:4]=[C:5]([C:21]([N:23]=[C:24]([NH2:27])[NH:25][CH3:26])=[O:22])[NH:6]2.O.O.[Sn](Cl)[Cl:31]>C(O)C>[ClH:1].[ClH:31].[NH2:18][C:15]1[CH:14]=[CH:13][C:12]([O:11][C:9]2[CH:8]=[C:7]3[C:3]([CH:4]=[C:5]([C:21]([N:23]=[C:24]([NH2:27])[NH:25][CH3:26])=[O:22])[NH:6]3)=[C:2]([Cl:1])[CH:10]=2)=[CH:17][CH:16]=1 |f:1.2.3,5.6.7|. Reported procedure: The reaction was carried out in a manner similar to Example 186 c) except for using 0.24 g (0.62 mmol) of 4-chloro-1-methyl-6-(4-nitrophenoxy)-2-indoloylguanidine, 0.72 g (3.20 mmol) of tin (II) chloride dihydrate and 15 ml of ethanol. Thus, 0.089 g of 6-(4-aminophenoxy)-4-chloro-1-methyl-2-indoloylguanidine dihydrochloride was obtained. Starting materials: OC(CC(=O)OCC)CCN1N=C(C=C1)[N+](=O)[O-] (ethyl 3-hydroxy-5-(3-nitropyrazol-1-yl)valerate). The reagents and catalysts are [Pd].[C] (Pd carbon). Run in CO (MeOH). Product: OC(CC(=O)OCC)CCN1N=C(C=C1)N (ethyl 3-hydroxy-5-(3-aminopyrazol-1-yl)valerate). RXN SMILES: [OH:1][CH:2]([CH2:9][CH2:10][N:11]1[CH:15]=[CH:14][C:13]([N+:16]([O-])=O)=[N:12]1)[CH2:3][C:4]([O:6][CH2:7][CH3:8])=[O:5]>CO.[Pd].[C]>[OH:1][CH:2]([CH2:9][CH2:10][N:11]1[CH:15]=[CH:14][C:13]([NH2:16])=[N:12]1)[CH2:3][C:4]([O:6][CH2:7][CH3:8])=[O:5] |f:2.3|. Reported procedure: A solution of the above crude ethyl 3-hydroxy-5-(3-nitropyrazol-1-yl)valerate (2.41 g.) in MeOH (250 ml.) was hydrogenated over 5% w/w Pd/carbon (0.3 g.) at atmospheric pressure over 2 hours. Uptake was 650 ml. The catalyst was filtered off and the filtrate was evaporated in vacuo to give ethyl 3-hydroxy-5-(3-aminopyrazol-1-yl)valerate as an oil (1.47 g.). Starting materials: [H-].[Al+3].[Li+].[H-].[H-].[H-] (Lithium aluminum hydride), N (ammonia), C(C)(C)[Si](OC1CCC(CC1)C(=O)OCC)(C(C)C)C(C)C (ethyl 4-triisopropylsilyloxycyclohexylcarboxylate), C(C)(=O)OCC (ethyl acetate). Run in C1CCOC1 (THF). Conditions: time 2 hour. Yields the product C(C)(C)[Si](OC1CCC(CC1)CO)(C(C)C)C(C)C (4-triisopropylsilyloxycyclohexyl methanol). The yield is 98.0%. RXN SMILES: [H-].[Al+3].[Li+].[H-].[H-].[H-].[CH:7]([Si:10]([CH:26]([CH3:28])[CH3:27])([CH:23]([CH3:25])[CH3:24])[O:11][CH:12]1[CH2:17][CH2:16][CH:15]([C:18](OCC)=[O:19])[CH2:14][CH2:13]1)([CH3:9])[CH3:8].C(OCC)(=O)C.N>C1COCC1>[CH:26]([Si:10]([CH:7]([CH3:9])[CH3:8])([CH:23]([CH3:25])[CH3:24])[O:11][CH:12]1[CH2:13][CH2:14][CH:15]([CH2:18][OH:19])[CH2:16][CH2:17]1)([CH3:28])[CH3:27] |f:0.1.2.3.4.5|. Procedure details: Lithium aluminum hydride (6.0 g) was suspended in THF (200 ml). Ethyl 4-triisopropylsilyloxycyclohexylcarboxylate (37) (43.4 g) was added dropwise to the suspension in the temperature range of −20° C. to −10° C., and the mixture was stirred at the same temperature range for 2 hours. After the completion of reaction had been confirmed by means of GC analysis, ethyl acetate and a saturated aqueous solution of ammonia were added successively to the reaction mixture under ice-cooling, and the deposi... The reactants are CC1(C2=C(C(=CC=C2)P(C3=CC=CC=C3)C4=CC=CC=C4)OC5=C(C=CC=C51)P(C6=CC=CC=C6)C7=CC=CC=C7)C (Xantphos), C(C)C(COC(CCS)=O)CCCC (3-mercapto-propionic acid 2-ethyl-hexyl ester), BrC1=C(C=C(C=C1)C(F)(F)F)F (1-bromo-2-fluoro-4-trifluoromethyl-benzene), CCN(C(C)C)C(C)C (DIEA). The reagents and catalysts are C=1C=CC(=CC1)/C=C/C(=O)/C=C/C2=CC=CC=C2.C=1C=CC(=CC1)/C=C/C(=O)/C=C/C2=CC=CC=C2.C=1C=CC(=CC1)/C=C/C(=O)/C=C/C2=CC=CC=C2.[Pd].[Pd] (Pd2 dba3). Solvent: C1(=CC=CC=C1)C (toluene). Yields the product C(C)C(COC(CCSC1=C(C=C(C=C1)C(F)(F)F)F)=O)CCCC (3-(2-Fluoro-4-trifluoromethyl-phenylsulfanyl)-propionic acid 2-ethyl-hexyl ester). As a reaction SMILES: Br[C:2]1[CH:7]=[CH:6][C:5]([C:8]([F:11])([F:10])[F:9])=[CH:4][C:3]=1[F:12].CCN(C(C)C)C(C)C.CC1(C)C2C(=C(P(C3C=CC=CC=3)C3C=CC=CC=3)C=CC=2)OC2C(P(C3C=CC=CC=3)C3C=CC=CC=3)=CC=CC1=2.[CH2:64]([CH:66]([CH2:74][CH2:75][CH2:76][CH3:77])[CH2:67][O:68][C:69](=[O:73])[CH2:70][CH2:71][SH:72])[CH3:65]>C1(C)C=CC=CC=1.C1C=CC(/C=C/C(/C=C/C2C=CC=CC=2)=O)=CC=1.C1C=CC(/C=C/C(/C=C/C2C=CC=CC=2)=O)=CC=1.C1C=CC(/C=C/C(/C=C/C2C=CC=CC=2)=O)=CC=1.[Pd].[Pd]>[CH2:64]([CH:66]([CH2:74][CH2:75][CH2:76][CH3:77])[CH2:67][O:68][C:69](=[O:73])[CH2:70][CH2:71][S:72][C:2]1[CH:7]=[CH:6][C:5]([C:8]([F:11])([F:10])[F:9])=[CH:4][C:3]=1[F:12])[CH3:65] |f:5.6.7.8.9|. Reported procedure: A solution of 1-bromo-2-fluoro-4-trifluoromethyl-benzene (5.0 g, 20.6 mmol) and DIEA (7.2 mL, 41.1 mmol) in toluene (100 mL) is degased under N2 atmosphere. To this mixture, Pd2 dba3 (753 mg, 0.82 mmol), Xantphos (952 mg, 1.65 mmol) and 3-mercapto-propionic acid 2-ethyl-hexyl ester (5.9 mL, 25.7 mmol) are added and the reaction is heated at reflux overnight. The resulting mixture is filtered over a plug of silica (EtOAc) and the organic is concentrated in vacuo. Purification by silica chromatogr... Reactants: CC1(C)COC(c2cccc(B(O)O)c2)=N1, COCCOC, [Cl-], O=S(=O)(OC1=CCCc2ccccc21)C(F)(F)F, [Li+], [Na+], [Na+], O=C([O-])[O-], c1ccc(P(c2ccccc2)(c2ccccc2)[Pd](P(c2ccccc2)(c2ccccc2)c2ccccc2)(P(c2ccccc2)(c2ccccc2)c2ccccc2)P(c2ccccc2)(c2ccccc2)c2ccccc2)cc1. Product: CC1(C)COC(c2cccc(C3=CCCc4ccccc43)c2)=N1. As a reaction SMILES: [CH3:19][C:20]1([CH3:34])[N:21]=[C:22]([c:25]2[cH:26][c:27]([B:31]([OH:32])[OH:33])[cH:28][cH:29][cH:30]2)[O:23][CH2:24]1.[CH3:43][O:44][CH2:45][CH2:46][O:47][CH3:48].[Cl-:36].[F:1][C:2]([F:3])([F:4])[S:5]([O:6][C:7]1=[CH:8][CH2:9][CH2:10][c:11]2[cH:12][cH:13][cH:14][cH:15][c:16]21)(=[O:17])=[O:18].[Li+:35].[Na+:37].[Na+:38].[O-:39][C:40](=[O:41])[O-:42].[cH:49]1[cH:50][cH:51][c:52]([P:53]([Pd:54]([P:55]([c:56]2[cH:57][cH:58][cH:59][cH:60][cH:61]2)([c:62]2[cH:63][cH:64][cH:65][cH:66][cH:67]2)[c:68]2[cH:69][cH:70][cH:71][cH:72][cH:73]2)([P:74]([c:75]2[cH:76][cH:77][cH:78][cH:79][cH:80]2)([c:81]2[cH:82][cH:83][cH:84][cH:85][cH:86]2)[c:87]2[cH:88][cH:89][cH:90][cH:91][cH:92]2)[P:93]([c:94]2[cH:95][cH:96][cH:97][cH:98][cH:99]2)([c:100]2[cH:101][cH:102][cH:103][cH:104][cH:105]2)[c:106]2[cH:107][cH:108][cH:109][cH:110][cH:111]2)([c:112]2[cH:113][cH:114][cH:115][cH:116][cH:117]2)[c:118]2[cH:119][cH:120][cH:121][cH:122][cH:123]2)[cH:124][cH:125]1>>[C:7]1([c:27]2[cH:26][c:25]([C:22]3=[N:21][C:20]([CH3:19])([CH3:34])[CH2:24][O:23]3)[cH:30][cH:29][cH:28]2)=[CH:8][CH2:9][CH2:10][c:11]2[cH:12][cH:13][cH:14][cH:15][c:16]21.